Dataset: the Open Reaction Database (ORD), a public repository of structured organic reaction records. Task: describe an organic reaction: reactants, conditions, products, and yield Yields the product ClC=1C=C2C(=NC1)N(C=C2C2=NC=C(C(=N2)N[C@@H]2CC1(CC(NC1)=O)CCC2)F)S(=O)(=O)C2=CC=C(C)C=C2 ((7S)-7-(2-(5-chloro-1-tosyl-1H-pyrrolo[2,3-b]pyridin-3-yl)-5-fluoropyrimidin-4-ylamino)-2-aza spiro[4.5]decan-3-one). The reagents and catalysts are C=1C=CC(=CC1)[P](C=2C=CC=CC2)(C=3C=CC=CC3)[Pd]([P](C=4C=CC=CC4)(C=5C=CC=CC5)C=6C=CC=CC6)([P](C=7C=CC=CC7)(C=8C=CC=CC8)C=9C=CC=CC9)[P](C=1C=CC=CC1)(C=1C=CC=CC1)C=1C=CC=CC1 (Pd(PPh3)4). The solvent is C(C)#N (acetonitrile). Run at temperature 120 celsius. Yield: 90.3%. Procedure details: To a solution of 5-chloro-1-(p-tolylsulfonyl)-3-(4,4,5,5-tetramethyl-1,3,2-dioxaborolan-2-yl)pyrrolo[2,3-b]pyridine (0.083 g, 0.195 mmol) in acetonitrile (1.6 mL) was added (7S)-7-(2-chloro-5-fluoropyrimidin-4-ylamino)-2-azaspiro[4.5]decan-3-one (62c) (0.053 g, 0.177 mmol) and degassed under N2. Aqueous Na2CO3 (0.266 mL of 2 M solution, 0.5320 mmol) was added followed by Pd(PPh3)4 (0.031 g, 0.027 mmol). The reaction was sealed and heated in a microwave at 120° C. for 30 min then concentrated in ... As a reaction SMILES: [Cl:1][C:2]1[CH:3]=[C:4]2[C:10](B3OC(C)(C)C(C)(C)O3)=[CH:9][N:8]([S:20]([C:23]3[CH:28]=[CH:27][C:26]([CH3:29])=[CH:25][CH:24]=3)(=[O:22])=[O:21])[C:5]2=[N:6][CH:7]=1.Cl[C:31]1[N:36]=[C:35]([NH:37][C@H:38]2[CH2:48][CH2:47][CH2:46][C:40]3([CH2:44][NH:43][C:42](=[O:45])[CH2:41]3)[CH2:39]2)[C:34]([F:49])=[CH:33][N:32]=1.C([O-])([O-])=O.[Na+].[Na+]>C(#N)C.C1C=CC([P]([Pd]([P](C2C=CC=CC=2)(C2C=CC=CC=2)C2C=CC=CC=2)([P](C2C=CC=CC=2)(C2C=CC=CC=2)C2C=CC=CC=2)[P](C2C=CC=CC=2)(C2C=CC=CC=2)C2C=CC=CC=2)(C2C=CC=CC=2)C2C=CC=CC=2)=CC=1>[Cl:1][C:2]1[CH:3]=[C:4]2[C:10]([C:31]3[N:36]=[C:35]([NH:37][C@H:38]4[CH2:48][CH2:47][CH2:46][C:40]5([CH2:44][NH:43][C:42](=[O:45])[CH2:41]5)[CH2:39]4)[C:34]([F:49])=[CH:33][N:32]=3)=[CH:9][N:8]([S:20]([C:23]3[CH:24]=[CH:25][C:26]([CH3:29])=[CH:27][CH:28]=3)(=[O:22])=[O:21])[C:5]2=[N:6][CH:7]=1 |f:2.3.4,^1:62,64,83,102|. Reactants: ClC=1C=C2C(=NC1)N(C=C2B2OC(C(O2)(C)C)(C)C)S(=O)(=O)C2=CC=C(C=C2)C (5-chloro-1-(p-tolylsulfonyl)-3-(4,4,5,5-tetramethyl-1,3,2-dioxaborolan-2-yl)pyrrolo[2,3-b]pyridine), ClC1=NC=C(C(=N1)N[C@@H]1CC2(CC(NC2)=O)CCC1)F ((7S)-7-(2-chloro-5-fluoropyrimidin-4-ylamino)-2-azaspiro[4.5]decan-3-one), C(=O)([O-])[O-].[Na+].[Na+] (Na2CO3).